From a dataset of the Open Reaction Database (ORD), a public repository of structured organic reaction records. describe an organic reaction: reactants, conditions, products, and yield Reactants: CC(C)(C)N(C([O-])=O)[C@@H]1C[C@H](C1)OC1=CC(=C(C=C1)F)C(F)(F)F (1,1-dimethylethyl(trans-3-{[4-fluoro-3-(trifluoromethyl)phenyl]oxy}cyclobutyl)carbamate), Cl (hydrochloric acid). Run in C(C)OCC (diethyl ether), O1CCOCC1 (1,4-dioxane), O1CCOCC1 (1,4-dioxane). Conditions: time 16 hour. Yields the product Cl.FC1=C(C=C(C=C1)O[C@@H]1C[C@H](C1)N)C(F)(F)F (trans-3-{[4-Fluoro-3-(trifluoromethyl)phenyl]oxy}cyclobutanamine, hydrochloride). As a reaction SMILES: CC([N:5]([C@H:9]1[CH2:12][C@H:11]([O:13][C:14]2[CH:19]=[CH:18][C:17]([F:20])=[C:16]([C:21]([F:24])([F:23])[F:22])[CH:15]=2)[CH2:10]1)C(=O)[O-])(C)C.[ClH:25]>O1CCOCC1.C(OCC)C>[ClH:25].[F:20][C:17]1[CH:18]=[CH:19][C:14]([O:13][C@H:11]2[CH2:12][C@H:9]([NH2:5])[CH2:10]2)=[CH:15][C:16]=1[C:21]([F:22])([F:23])[F:24] |f:4.5|. Procedure details: To a stirred solution of 1,1-dimethylethyl(trans-3-{[4-fluoro-3-(trifluoromethyl)phenyl]oxy}cyclobutyl)carbamate (3.16 g, 9.05 mmol) in 1,4-dioxane (20 mL) was added hydrochloric acid in 1,4-dioxane (4M, 25 mL, 100 mmol) in one charge. The reaction vessel was sealed and the reaction stirred at ambient temperature for 16 hours. The majority of the solvent was then removed in vacuo leaving a slurry which was diluted with diethyl ether (ca 50 mL) and the solid collected by filtration and dried in v... The reactants are C(C)OC(=O)N1CCC(CC1)NC1C2=CC=CC=C2OC=2C=CC=CC12 (N-(N-ethoxycarbonyl-4- piperidinyl)-9-xanthenylamine), [OH-].[K+] (potassium hydroxide), ice water. Solvent: C(C)O (ethanol). Product: N1CCC(CC1)NC1C2=CC=CC=C2OC=2C=CC=CC12 (N-(4-piperidinyl)-9-xanthenylamine). As a reaction SMILES: C(OC([N:6]1[CH2:11][CH2:10][CH:9]([NH:12][CH:13]2[C:26]3[CH:25]=[CH:24][CH:23]=[CH:22][C:21]=3[O:20][C:19]3[C:14]2=[CH:15][CH:16]=[CH:17][CH:18]=3)[CH2:8][CH2:7]1)=O)C.[OH-].[K+]>C(O)C>[NH:6]1[CH2:7][CH2:8][CH:9]([NH:12][CH:13]2[C:26]3[CH:25]=[CH:24][CH:23]=[CH:22][C:21]=3[O:20][C:19]3[C:14]2=[CH:15][CH:16]=[CH:17][CH:18]=3)[CH2:10][CH2:11]1 |f:1.2|. Reported procedure: A mixture of 5 g. of N-(N-ethoxycarbonyl-4- piperidinyl)-9-xanthenylamine, prepared as in Example 14, and 25 g. of potassium hydroxide in 125 ml. of aqueous ethanol is heated at reflux for three hours and then cooled and added with stirring to 1 liter of ice water. The mixture is extracted with ether and the extracts dried and concentrated in vacuo to give N-(4-piperidinyl)-9-xanthenylamine. The reactants are CCCCOC(P(=O)(OCC)OCC)P(=O)(OCC)OCC, CCCCBr, CC(C)(C)[O-], CC(C)(C)O, CCOC(C)=O, [K+]. Yields the product CCCCOC(CCCC)(P(=O)(OCC)OCC)P(=O)(OCC)OCC. As a reaction SMILES: [CH2:1]([CH2:2][CH2:3][CH3:4])[O:5][CH:6]([P:7]([O:8][CH2:9][CH3:10])([O:11][CH2:12][CH3:13])=[O:14])[P:15]([O:16][CH2:17][CH3:18])([O:19][CH2:20][CH3:21])=[O:22].[CH2:29]([CH2:30][CH2:31][CH3:32])[Br:33].[CH3:23][C:24]([CH3:25])([O-:26])[CH3:27].[CH3:34][C:35]([OH:36])([CH3:37])[CH3:38].[CH3:39][CH2:40][O:41][C:42](=[O:43])[CH3:44].[K+:28]>>[CH2:1]([CH2:2][CH2:3][CH3:4])[O:5][C:6]([P:7]([O:8][CH2:9][CH3:10])([O:11][CH2:12][CH3:13])=[O:14])([P:15]([O:16][CH2:17][CH3:18])([O:19][CH2:20][CH3:21])=[O:22])[CH2:29][CH2:30][CH2:31][CH3:32]. Reactants: COc1c(N2CCC(NC(=O)C(NC(=O)OC(C)(C)C)C(C)C)C(C)(C)C2)c(F)cc2c(=O)c(C(=O)O)cn(C3CC3)c12, Cl. Product: COc1c(N2CCC(NC(=O)C(N)C(C)C)C(C)(C)C2)c(F)cc2c(=O)c(C(=O)O)cn(C3CC3)c12, Cl. As a reaction SMILES: [CH:1]1([n:4]2[cH:5][c:6]([C:41](=[O:42])[OH:43])[c:7](=[O:40])[c:8]3[cH:9][c:10]([F:39])[c:11]([N:16]4[CH2:17][C:18]([CH3:37])([CH3:38])[CH:19]([NH:22][C:23]([CH:24]([NH:25][C:26]([O:27][C:28]([CH3:29])([CH3:30])[CH3:31])=[O:32])[CH:33]([CH3:34])[CH3:35])=[O:36])[CH2:20][CH2:21]4)[c:12]([O:14][CH3:15])[c:13]23)[CH2:2][CH2:3]1.[ClH:44]>>[CH:1]1([n:4]2[cH:5][c:6]([C:41](=[O:42])[OH:43])[c:7](=[O:40])[c:8]3[cH:9][c:10]([F:39])[c:11]([N:16]4[CH2:17][C:18]([CH3:37])([CH3:38])[CH:19]([NH:22][C:23]([CH:24]([NH2:25])[CH:33]([CH3:34])[CH3:35])=[O:36])[CH2:20][CH2:21]4)[c:12]([O:14][CH3:15])[c:13]23)[CH2:2][CH2:3]1.[ClH:44]. Reactants: C1CCOC1, COC(=O)CCc1ccc(S(C)(=O)=NC(=O)c2cncc(C#Cc3cccc(NC(=O)c4cc(C)nn4C)c3)c2)cc1, CC(=O)O, [Na+], [OH-]. Yields the product Cc1cc(C(=O)Nc2cccc(C#Cc3cncc(C(=O)N=S(C)(=O)c4ccc(CCC(=O)O)cc4)c3)c2)n(C)n1. Reaction SMILES: [CH2:49]1[O:50][CH2:51][CH2:52][CH2:53]1.[CH3:1][n:2]1[n:3][c:4]([CH3:42])[cH:5][c:6]1[C:7](=[O:8])[NH:9][c:10]1[cH:11][c:12]([C:16]#[C:17][c:18]2[cH:19][c:20]([C:24](=[O:25])[N:26]=[S:27](=[O:28])([CH3:29])[c:30]3[cH:31][cH:32][c:33]([CH2:36][CH2:37][C:38](=[O:39])[O:40][CH3:41])[cH:34][cH:35]3)[cH:21][n:22][cH:23]2)[cH:13][cH:14][cH:15]1.[CH3:45][C:46](=[O:47])[OH:48].[Na+:44].[OH-:43]>>[CH3:1][n:2]1[n:3][c:4]([CH3:42])[cH:5][c:6]1[C:7](=[O:8])[NH:9][c:10]1[cH:11][c:12]([C:16]#[C:17][c:18]2[cH:19][c:20]([C:24](=[O:25])[N:26]=[S:27](=[O:28])([CH3:29])[c:30]3[cH:31][cH:32][c:33]([CH2:36][CH2:37][C:38](=[O:39])[OH:40])[cH:34][cH:35]3)[cH:21][n:22][cH:23]2)[cH:13][cH:14][cH:15]1. Starting materials: FC=1C=C(C[C@@H]([C@@H](CO)O)NC(OC(C)(C)C)=O)C=C(C1)F (Tert-butyl (1S,2S)-1-(3,5-difluorobenzyl)-2,3-dihydroxypropylcarbamate), C(C1=CC=CC=C1)(=O)Cl (Benzoylchloride). Run in ClCCl (dichloromethane). Product: C(C1=CC=CC=C1)(=O)OC[C@H]([C@H](CC1=CC(=CC(=C1)F)F)NC(=O)OC(C)(C)C)O ((2S,3S)-3-[(tert-butoxycarbonyl)amino]-4-(3,5-difluorophenyl)-2-hydroxybutyl benzoate). Reaction SMILES: [F:1][C:2]1[CH:3]=[C:4]([CH:19]=[C:20]([F:22])[CH:21]=1)[CH2:5][C@H:6]([NH:11][C:12](=[O:18])[O:13][C:14]([CH3:17])([CH3:16])[CH3:15])[C@H:7]([OH:10])[CH2:8][OH:9].[C:23](Cl)(=[O:30])[C:24]1[CH:29]=[CH:28][CH:27]=[CH:26][CH:25]=1>ClCCl>[C:23]([O:9][CH2:8][C@@H:7]([OH:10])[C@@H:6]([NH:11][C:12]([O:13][C:14]([CH3:17])([CH3:16])[CH3:15])=[O:18])[CH2:5][C:4]1[CH:3]=[C:2]([F:1])[CH:21]=[C:20]([F:22])[CH:19]=1)(=[O:30])[C:24]1[CH:29]=[CH:28][CH:27]=[CH:26][CH:25]=1. Procedure: BOC-Protected aminodiol 28 was dissolved in dichloromethane with tritethyamine and cooled to 0°. Benzoylchloride (1.0 eq.) was added and the solution stirred until all of the starting material was consumed. After extraction, the benzoyl ester (29) was purified using silica gel chromatography.